From a dataset of the Open Reaction Database (ORD), a public repository of structured organic reaction records. describe an organic reaction: reactants, conditions, products, and yield The reactants are CCN(CC)CCNC(=O)C=1C(=C(NC1C)/C=C\2/C=3C=C(C=CC3NC2=O)F)C (Sunitinib), C([C@@H](O)CC(=O)O)(=O)O (L-malic acid). Solvent: CO (methanol). Reaction conditions: temperature 27.5 celsius. Product: CCN(CC)CCNC(=O)C=1C(=C(NC1C)/C=C\2/C=3C=C(C=CC3NC2=O)F)C.C([C@@H](O)CC(=O)[O-])(=O)[O-] (sunitinib L-malate). Isolated yield 90.0%. Reaction SMILES: [CH3:1][CH2:2][N:3]([CH2:6][CH2:7][NH:8][C:9]([C:11]1[C:12]([CH3:29])=[C:13](/[CH:17]=[C:18]2/[C:19]3[CH:20]=[C:21]([F:28])[CH:22]=[CH:23][C:24]=3[NH:25][C:26]/2=[O:27])[NH:14][C:15]=1[CH3:16])=[O:10])[CH2:4][CH3:5].[C:30]([OH:38])(=[O:37])[C@H:31]([CH2:33][C:34]([OH:36])=[O:35])[OH:32]>CO>[CH3:1][CH2:2][N:3]([CH2:6][CH2:7][NH:8][C:9]([C:11]1[C:12]([CH3:29])=[C:13](/[CH:17]=[C:18]2/[C:19]3[CH:20]=[C:21]([F:28])[CH:22]=[CH:23][C:24]=3[NH:25][C:26]/2=[O:27])[NH:14][C:15]=1[CH3:16])=[O:10])[CH2:4][CH3:5].[C:30]([O-:38])(=[O:37])[C@H:31]([CH2:33][C:34]([O-:36])=[O:35])[OH:32] |f:3.4|. Procedure details: Sunitinib (10 g) was suspended in methanol (1540 mL) under stirring and L-malic acid (3.36 g) was added to it at a temperature 25-30° C. The reaction mass was stirred to get a clear solution. It was filtered and methanol was distilled off under vacuum below 40° C. Acetonitrile (50 mL) was charged and the solvent was distilled off. It was cooled to 25-30° C. 380 mL of acetonitrile was added to the mass and it was mentained at 45-50° C. under stirring for a period of 15 minutes. The reaction mass ... The reactants are [H-].[Na+] (NaH), FC1=C(C=C(C=C1)F)C1=C[C@H](N(C1)C(=O)NC1CCN(CC1)C(=O)OC(C)(C)C)C1=CC=CC=C1 (tert-Butyl 4-({[(2S)-4-(2,5-difluorophenyl)-2-phenyl-2,5-dihydro-1H-pyrrol-1-yl]carbonyl}amino)piperidine-1-carboxylate), CI (MeI). Run in CCOC(=O)C (EtOAc), CN(C)C=O (DMF). Run at temperature 0 celsius, time 30 minute. Product: FC1=C(C=C(C=C1)F)C1=C[C@H](N(C1)C(=O)N(C1CCNCC1)C)C1=CC=CC=C1 ((2S)-4-(2,5-Difluorophenyl)-N-methyl-2-phenyl-N-piperidin-4-yl-2,5-dihydro-1H-pyrrole-1-carboxamide). Reaction SMILES: [F:1][C:2]1[CH:7]=[CH:6][C:5]([F:8])=[CH:4][C:3]=1[C:9]1[CH2:13][N:12]([C:14]([NH:16][CH:17]2[CH2:22][CH2:21][N:20](C(OC(C)(C)C)=O)[CH2:19][CH2:18]2)=[O:15])[C@H:11]([C:30]2[CH:35]=[CH:34][CH:33]=[CH:32][CH:31]=2)[CH:10]=1.[H-].[Na+].[CH3:38]I>CN(C=O)C.CCOC(C)=O>[F:1][C:2]1[CH:7]=[CH:6][C:5]([F:8])=[CH:4][C:3]=1[C:9]1[CH2:13][N:12]([C:14]([N:16]([CH3:38])[CH:17]2[CH2:18][CH2:19][NH:20][CH2:21][CH2:22]2)=[O:15])[C@H:11]([C:30]2[CH:31]=[CH:32][CH:33]=[CH:34][CH:35]=2)[CH:10]=1 |f:1.2|. Procedure: Crude 18-3 (100 mg, 0.2 mmol) was dissolved in anhydrous DMF (3 mL) and cooled to 0° C. under N2. NaH (28 mg, 1.17 mmol) was added neat and the reaction was stirred 30 minutes at 0° C. Following cessation of H2 evolution, MeI (0.15 mL, 2.4 mmol) was added and the reaction was stirred 12 hours at 25° C. Upon completion, the reaction was diluted with EtOAc (10 mL), and the organic layer was washed successively with 5% NH4Cl (1×10 mL), H2O (3×5 mL) and brine (1×10 mL). The organic layer was dried (... Reported procedure: According to the procedure for the preparation of intermediate 19c, intermediate 23b (57.8 mg, 0.155 mmol) was coupled with [(4-aminomethyl-phenyl)-imino-methyl]-carbamic acid tert-butyl ester to afford 94 mg (100%) of intermediate 23c. Starting materials: intermediate 19c, C(C1=CC=CC=C1)OC(=O)NC1=CN=C2N(C1=O)C(CC2)(C(=O)O)COC (3-benzyloxycarbonylamino-6-methoxymethyl-4-oxo-4,6,7,8-tetrahydro-pyrrolo[1,2-a]pyrimidine-6-carboxylic acid), C(C)(C)(C)OC(NC(=N)C1=CC=C(C=C1)CN)=O ([(4-aminomethyl-phenyl)-imino-methyl]-carbamic acid tert-butyl ester). RXN SMILES: [CH2:1]([O:8][C:9]([NH:11][C:12]1[C:17](=[O:18])[N:16]2[C:19]([CH2:25][O:26][CH3:27])([C:22]([OH:24])=O)[CH2:20][CH2:21][C:15]2=[N:14][CH:13]=1)=[O:10])[C:2]1[CH:7]=[CH:6][CH:5]=[CH:4][CH:3]=1.[C:28]([O:32][C:33](=[O:45])[NH:34][C:35]([C:37]1[CH:42]=[CH:41][C:40]([CH2:43][NH2:44])=[CH:39][CH:38]=1)=[NH:36])([CH3:31])([CH3:30])[CH3:29]>>[CH2:1]([O:8][C:9](=[O:10])[NH:11][C:12]1[C:17](=[O:18])[N:16]2[C:19]([C:22](=[O:24])[NH:44][CH2:43][C:40]3[CH:41]=[CH:42][C:37]([C:35]([NH:34][C:33]([O:32][C:28]([CH3:31])([CH3:30])[CH3:29])=[O:45])=[NH:36])=[CH:38][CH:39]=3)([CH2:25][O:26][CH3:27])[CH2:20][CH2:21][C:15]2=[N:14][CH:13]=1)[C:2]1[CH:3]=[CH:4][CH:5]=[CH:6][CH:7]=1. Yields the product C(C1=CC=CC=C1)OC(NC1=CN=C2N(C1=O)C(CC2)(COC)C(NCC2=CC=C(C=C2)C(=N)NC(=O)OC(C)(C)C)=O)=O ({6-[4-(tert-butoxycarbonylamino-imino-methyl)-benzylcarbamoyl]-6-methoxymethyl-4-oxo-4,6,7,8-tetrahydro-pyrrolo[1,2-a]pyrimidin-3-yl}-carbamic acid benzyl ester). The yield is 100.0%. Reactants: FC1=CC=C(C=C1)N1N=CC2=CC(=CC=C12)O[C@H]([C@@H](C)N)C1=CC=CC=C1 ((1S,2R)-1-{[1-(4-fluorophenyl)-1H-indazol-5-yl]oxy}-1-phenylpropan-2-amine), ClC(C(=O)Cl)F (chlorofluoroacetyl chloride). Yields the product ClC(C(=O)N[C@H]([C@@H](C1=CC=CC=C1)OC=1C=C2C=NN(C2=CC1)C1=CC=C(C=C1)F)C)F (2-Chloro-2-fluoro-N-[(1R,2S)-1-[1-(4-fluorophenyl)indazol-5-yl]oxy-1-phenyl-propan-2-yl]acetamide). RXN SMILES: [F:1][C:2]1[CH:7]=[CH:6][C:5]([N:8]2[C:16]3[C:11](=[CH:12][C:13]([O:17][C@@H:18]([C:22]4[CH:27]=[CH:26][CH:25]=[CH:24][CH:23]=4)[C@H:19]([NH2:21])[CH3:20])=[CH:14][CH:15]=3)[CH:10]=[N:9]2)=[CH:4][CH:3]=1.[Cl:28][CH:29]([F:33])[C:30](Cl)=[O:31]>>[Cl:28][CH:29]([F:33])[C:30]([NH:21][C@@H:19]([CH3:20])[C@H:18]([O:17][C:13]1[CH:12]=[C:11]2[C:16](=[CH:15][CH:14]=1)[N:8]([C:5]1[CH:4]=[CH:3][C:2]([F:1])=[CH:7][CH:6]=1)[N:9]=[CH:10]2)[C:22]1[CH:23]=[CH:24][CH:25]=[CH:26][CH:27]=1)=[O:31]. Reported procedure: Prepared as described in Example 1 using (1S,2R)-1-{[1-(4-fluorophenyl)-1H-indazol-5-yl]oxy}-1-phenylpropan-2-amine (1a, 18 mg, 50 μmol) and chlorofluoroacetyl chloride (19 mg, 150 μmol). Yield 16 mg (70%). The reactants are NC1=CC=C(C=C1)C (p-Toluidine), C(C)(=O)C1=CC=CC=C1 (acetophenone). The solvent is C1(=CC=CC=C1)C (toluene). The product is CC(C1=CC=CC=C1)=NC1=CC=C(C=C1)C (N-(α-methylbenzylidene)-p-toluidine). RXN SMILES: [NH2:1][C:2]1[CH:7]=[CH:6][C:5]([CH3:8])=[CH:4][CH:3]=1.[C:9]([C:12]1[CH:17]=[CH:16][CH:15]=[CH:14][CH:13]=1)(=O)[CH3:10]>C1(C)C=CC=CC=1>[CH3:10][C:9](=[N:1][C:2]1[CH:7]=[CH:6][C:5]([CH3:8])=[CH:4][CH:3]=1)[C:12]1[CH:17]=[CH:16][CH:15]=[CH:14][CH:13]=1. Reported procedure: p-Toluidine (0.20 mole), acetophenone (0.20 mole), and IRC-50 (weakly acidic) ion exchange resin (0.5 g.) were azeotropically refluxed in toluene (150 cc). The required amount of water had been removed after 3 hours. The solvent was removed on the rotary, and the residue was distilled under reduced pressure to give N-(α-methylbenzylidene)-p-toluidine. b.p. 129°-37° C./0.05 mm. Reactants: C(CC1=CC=CC=C1)N1C2=NC=NC(=C2N=C1C(=O)OC)N (N9-phenethyl-8-(methoxycarbonyl)adenine), [OH-].[Na+] (sodium hydroxide), NCP(OCC)(OCC)=O (diethyl aminomethylphosphonate), CCN=C=NCCCN(C)C.Cl (EDCl), C=1C=CC2=C(C1)N=NN2O (HOBt). The solvent is C1CCOC1.CO.O (THF MeOH H2O). Reaction conditions: temperature 25 celsius, time 24 hour. Yields the product C(CC1=CC=CC=C1)N1C2=NC=NC(=C2N=C1C(=O)NCP(=O)(OCC)OCC)N (N9-phenethyl-8-(diethylphosphonomethyl-aminocarbonyl)adenine). Reaction SMILES: [CH2:1]([N:9]1[C:17]([C:18]([O:20]C)=O)=[N:16][C:15]2[C:10]1=[N:11][CH:12]=[N:13][C:14]=2[NH2:22])[CH2:2][C:3]1[CH:8]=[CH:7][CH:6]=[CH:5][CH:4]=1.[OH-].[Na+].[NH2:25][CH2:26][P:27](=[O:34])([O:31][CH2:32][CH3:33])[O:28][CH2:29][CH3:30].CCN=C=NCCCN(C)C.Cl.C1C=CC2N(O)N=NC=2C=1>C1COCC1.CO.O>[CH2:1]([N:9]1[C:17]([C:18]([NH:25][CH2:26][P:27]([O:31][CH2:32][CH3:33])([O:28][CH2:29][CH3:30])=[O:34])=[O:20])=[N:16][C:15]2[C:10]1=[N:11][CH:12]=[N:13][C:14]=2[NH2:22])[CH2:2][C:3]1[CH:4]=[CH:5][CH:6]=[CH:7][CH:8]=1 |f:1.2,4.5,7.8.9|. Reported procedure: N9-phenethyl-8-(methoxycarbonyl)adenine (1 mmol, prepared as in Step A of Example 5) was treated with sodium hydroxide (1.2 mmol) in THF:MeOH:H2O (3:2:1) at 25° C. for 1.5 h. The reaction mixture was evaporated to dryness, and the residue was dissolved in DMF, treated with diethyl aminomethylphosphonate (1.5 mmol), EDCl (1-(3-dimethyl-aminopropyl)-3-ethylcarbodiimide hydrochloride, 1.3 mmol), HOBt (1-hydroxy-benzotriazole hydrate, 1.5 mmol), and stirred at 25° C. for 24 h. Extraction and chromat... The reactants are CCO, Cl, [K+], [K+], NO, O=C([O-])[O-], N#CCOc1ccccc1, O. Yields the product NC(COc1ccccc1)=NO. As a reaction SMILES: [CH3:20][CH2:21][OH:22].[ClH:17].[K+:11].[K+:12].[NH2:18][OH:19].[O-:13][C:14]([O-:15])=[O:16].[O:1]([c:2]1[cH:3][cH:4][cH:5][cH:6][cH:7]1)[CH2:8][C:9]#[N:10].[OH2:23]>>[O:1]([c:2]1[cH:3][cH:4][cH:5][cH:6][cH:7]1)[CH2:8][C:9]([NH2:10])=[N:18][OH:19]. Reactants: C(C)NC(=O)NC=1N=C2N(C=CC(=C2)C=2C=NC(=NC2)OC)C1 (1-Ethyl-3-[7-(2-methoxy-pyrimidin-5-yl)-imidazo[1,2-a]pyridin-2-yl]-urea), C1(=CC=C(C=C1)S(=O)(=O)Cl)C (p-toluenesulfonyl chloride), N1=CC=CC=C1 (pyridine). Solvent: C(C)(=O)OCC (ethyl acetate). Reaction conditions: temperature 80 celsius. Yields the product NC1=NC=CC(=C1)C=1C=NC(=NC1)N(C)C ([5-(2-amino-pyridin-4-yl)-pyrimidin-2-yl]-dimethyl-amine). Yield: 79.0%. As a reaction SMILES: C(NC(NC1[N:8]=[C:9]2[CH:14]=[C:13]([C:15]3[CH:16]=[N:17][C:18](OC)=[N:19][CH:20]=3)[CH:12]=[CH:11][N:10]2C=1)=O)C.C1(C)C=CC(S(Cl)(=O)=O)=CC=1.[N:35]1[CH:40]=CC=C[CH:36]=1>C(OCC)(=O)C>[NH2:8][C:9]1[CH:14]=[C:13]([C:15]2[CH:20]=[N:19][C:18]([N:35]([CH3:40])[CH3:36])=[N:17][CH:16]=2)[CH:12]=[CH:11][N:10]=1. Reported procedure: 2-Amino-4-bromopyridine 4 (5.00 g, 28.9 mmol) and p-toluenesulfonyl chloride (6.10 g, 31.8 mmol) were dissolved in dry pyridine (100 mL) and heated at 80° C. for 5 h. The pyridine was removed under reduced pressure to give a solid. The solid was suspended in ethyl acetate, then collected by filtration and washed with ethyl acetate to give the tosylate 5 as a crystalline solid (yield: 7.50 g, 79%); 1H NMR [400 MHz, (CD3)2SO] δ 11.6 (v br s, 1H), 7.99 (br d, J=5.6 Hz, 1H), 7.78 (d, J=8.3 Hz, 2H), ... The reactants are COC1=C(CO)C=C(C=C1)OC (2,5-dimethoxybenzyl alcohol), S(=O)(Cl)Cl (thionyl chloride). Run in ClCCl (dichloromethane), ClCCl (dichloromethane). Run at time 1.5 hour. Yields the product COC1=C(CCl)C=C(C=C1)OC (2,5-Dimethoxybenzyl chloride). Isolated yield 100.0%. RXN SMILES: [CH3:1][O:2][C:3]1[CH:10]=[CH:9][C:8]([O:11][CH3:12])=[CH:7][C:4]=1[CH2:5]O.S(Cl)([Cl:15])=O>ClCCl>[CH3:1][O:2][C:3]1[CH:10]=[CH:9][C:8]([O:11][CH3:12])=[CH:7][C:4]=1[CH2:5][Cl:15]. Reported procedure: In a nitrogen atmosphere, 2.00 g (11.9 mmol.) of 2,5-dimethoxybenzyl alcohol was dissolved in 10 ml of dichloromethane. The obtained solution was placed in an ice-bath, and to this was dropwise added a solution of 0.87 ml (12.0 mmol.) of thionyl chloride in 2 ml of dichloromethane. The mixture was then stirred at room temperature for 1.5 hour. The mixture was placed under reduced pressure at room temperature to distill off the solvent to give 2.22 g of the desired compound as a pale yellow oil.